Dataset: the Open Reaction Database (ORD), a public repository of structured organic reaction records. Task: describe an organic reaction: reactants, conditions, products, and yield The reactants are CC1=CC=C(C=NO)C=C1 (4-methylbenzaldoxime), Example 9 ( A ), Cl (hydrochloric acid). Product: ClC(C1=CC=C(C=C1)C)=NO (α-Chloro-4-Methylbenzaldoxime). As a reaction SMILES: [CH3:1][C:2]1[CH:10]=[CH:9][C:5]([CH:6]=[N:7][OH:8])=[CH:4][CH:3]=1.[ClH:11]>>[Cl:11][C:6](=[N:7][OH:8])[C:5]1[CH:9]=[CH:10][C:2]([CH3:1])=[CH:3][CH:4]=1. Procedure: 27 g (0.2 mol) of 4-methylbenzaldoxime was chlorinated in the same manner as described in Example 9 (A) in 150 ml of 8N hydrochloric acid to give 28 g of the product as white crystals having a melting point of 60°-70° C. Yield, about 82%. Reactants: [H-].[Al+3].[Li+].[H-].[H-].[H-] (Lithium aluminum hydride), C1(CCCC1)N1[C@H](CCC1)C(=O)N ((2R)-1-cyclopentyl-2-pyrrolidinecarboxamide), O (Water). Run in O1CCCC1 (tetrahydrofuran), C(C)(=O)OCC (ethyl acetate). Run at time 4 hour. The product is N (ammonia), C1(CCCC1)N1[C@H](CCC1)CN ([(2R)-1-Cyclopentyl pyrrolidinyl]methylamine). Isolated yield 140.5%. As a reaction SMILES: [H-].[Al+3].[Li+].[H-].[H-].[H-].[CH:7]1([N:12]2[CH2:16][CH2:15][CH2:14][C@@H:13]2[C:17]([NH2:19])=O)[CH2:11][CH2:10][CH2:9][CH2:8]1.O>O1CCCC1.C(OCC)(=O)C>[NH3:12].[CH:7]1([N:12]2[CH2:16][CH2:15][CH2:14][C@@H:13]2[CH2:17][NH2:19])[CH2:11][CH2:10][CH2:9][CH2:8]1 |f:0.1.2.3.4.5|. Procedure: Lithium aluminum hydride (2.63 ml, 1M in tetrahydrofuran, 2.63 mmol) was added dropwise to a solution of (2R)-1-cyclopentyl-2-pyrrolidinecarboxamide (preparation 142) (320 mg, 1.76 mmol) in tetrahydrofuran (5 ml), and once addition was complete, the reaction was stirred at room temperature for 4 hrs. Water was added to quench the reaction, the mixture diluted with ethyl acetate and dried over MgSO4 This mixture was filtered through Whatman® fibre, and the filtrate evaporated under reduced pressu... Reactants: C(=O)([O-])[O-].[Cs+].[Cs+] (Cs2CO3), bromoalkene, BrC=1C=CC(=C(C1)O)F (5-bromo-2-fluorophenol), C(=O)([O-])[O-].[Cs+].[Cs+] (Cs2CO3), BrCCC=C (4-bromo-1-butene). The solvent is O (water), CN(C)C=O (DMF). Reaction conditions: time 8 hour. Product: BrC1=CC(=C(C=C1)F)OCCC=C (4-Bromo-2-(but-3-enyloxy)-1-fluorobenzene). Reaction SMILES: [Br:1][C:2]1[CH:3]=[CH:4][C:5]([F:9])=[C:6]([OH:8])[CH:7]=1.C([O-])([O-])=O.[Cs+].[Cs+].Br[CH2:17][CH2:18][CH:19]=[CH2:20]>CN(C=O)C.O>[Br:1][C:2]1[CH:3]=[CH:4][C:5]([F:9])=[C:6]([O:8][CH2:20][CH2:19][CH:18]=[CH2:17])[CH:7]=1 |f:1.2.3|. Procedure details: To a solution of 5-bromo-2-fluorophenol (19.63 g, 102.8 mmol) in DMF (410 mL) was added Cs2CO3 (40.19 g, 123.36 mmol, 1.2 eq.) followed by 4-bromo-1-butene (15.26 g, 11.48 mL, 113.06 mmol, 1.1 eq.). The mixture was stirred overnight at a temperature between 50 and 60° C. Then additional amounts of Cs2CO3 and the bromoalkene (20.1 g, 0.6 eq.) and (7.53 g, 5.74 mL, 0.55 eq.) respectively were added to the reaction mixture and heating was continued overnight. The mixture was cooled to room temperat... The reactants are O=C1C(=CN=C(N1CC(=O)NC(C(C(F)(F)F)O)C(C)C)C1=CC=CC=C1)NC(=O)NCC1=CC=NC=C1 (2-[6-Oxo-2-phenyl-5-[3-(4-pyridylmethyl)ureido]-1,6-dihydro-1-pyrimidinyl]-N-(3,3,3-trifluoro-2-hydroxy-1-isopropylpropyl)acetamide). Product: O=C1C(=CN=C(N1CC(=O)NC(C(C(F)(F)F)=O)C(C)C)C1=CC=CC=C1)NC(=O)NCC1=CC=NC=C1 (2-[6-oxo-2-phenyl-5-[3-(4-pyridylmethyl)ureido]-1,6-dihydro-1-pyrimidinyl]-N-(3,3,3-trifluoro-1-isopropyl-2-oxopropyl)acetamide). The solvent is CO.ClCCl (methanol dichloromethane). As a reaction SMILES: [O:1]=[C:2]1[N:7]([CH2:8][C:9]([NH:11][CH:12]([CH:19]([CH3:21])[CH3:20])[CH:13]([OH:18])[C:14]([F:17])([F:16])[F:15])=[O:10])[C:6]([C:22]2[CH:27]=[CH:26][CH:25]=[CH:24][CH:23]=2)=[N:5][CH:4]=[C:3]1[NH:28][C:29]([NH:31][CH2:32][C:33]1[CH:38]=[CH:37][N:36]=[CH:35][CH:34]=1)=[O:30]>CO.ClCCl>[O:1]=[C:2]1[N:7]([CH2:8][C:9]([NH:11][CH:12]([CH:19]([CH3:21])[CH3:20])[C:13](=[O:18])[C:14]([F:15])([F:17])[F:16])=[O:10])[C:6]([C:22]2[CH:27]=[CH:26][CH:25]=[CH:24][CH:23]=2)=[N:5][CH:4]=[C:3]1[NH:28][C:29]([NH:31][CH2:32][C:33]1[CH:38]=[CH:37][N:36]=[CH:35][CH:34]=1)=[O:30] |f:1.2|. Procedure: 2-[6-Oxo-2-phenyl-5-[3-(4-pyridylmethyl)ureido]-1,6-dihydro-1-pyrimidinyl]-N-(3,3,3-trifluoro-2-hydroxy-1-isopropylpropyl)acetamide was subjected to a procedure similar to that described in Example 1. Chromatography, with methanol:dichloromethane (10:90) as the eluent, gave 2-[6-oxo-2-phenyl-5-[3-(4-pyridylmethyl)ureido]-1,6-dihydro-1-pyrimidinyl]-N-(3,3,3-trifluoro-1-isopropyl-2-oxopropyl)acetamide as a white solid; NMR (DMSO/D2O): 8.58 (s,1), 8.46 (bs, 2), 7.41 (m,5), 7.27 (d,2), 4.56 (d,1), 4... Starting materials: C(C1=CC=CC=C1)OC1=C(C=CC(=C1)I)N1CC(NS1(=O)=O)=O (5-(2-benzyloxy-4-iodophenyl)-1,1-dioxo-1,2,5-thiadiazolidin-3-one), C(=C)C1(CCCCC1)O (1-vinyl-cyclohexanol). Yields the product OC1=C(C=CC(=C1)CCC1(CCCCC1)O)N1CC(NS1(=O)=O)=O (5-{2-Hydroxy-4-[2-(1-hydroxycyclohexyl)-ethyl]-phenyl}-1,1-dioxo-1,2,5-thiadiazolidin-3-one). As a reaction SMILES: C([O:8][C:9]1[CH:14]=[C:13](I)[CH:12]=[CH:11][C:10]=1[N:16]1[S:20](=[O:22])(=[O:21])[NH:19][C:18](=[O:23])[CH2:17]1)C1C=CC=CC=1.[CH:24]([C:26]1([OH:32])[CH2:31][CH2:30][CH2:29][CH2:28][CH2:27]1)=[CH2:25]>>[OH:8][C:9]1[CH:14]=[C:13]([CH2:25][CH2:24][C:26]2([OH:32])[CH2:31][CH2:30][CH2:29][CH2:28][CH2:27]2)[CH:12]=[CH:11][C:10]=1[N:16]1[S:20](=[O:21])(=[O:22])[NH:19][C:18](=[O:23])[CH2:17]1. Reported procedure: The title compound is prepared from 5-(2-benzyloxy-4-iodophenyl)-1,1-dioxo-1,2,5-thiadiazolidin-3-one and 1-vinyl-cyclohexanol analogous to Example 44: (M−1)−=353; HPLC retention time=1.35 min (method A). Starting materials: CCn1nnc(-c2ccc(CBr)cc2)n1, CS(C)=O, CO, CCOC(C)=O, CCN(C(C)C)C(C)C, CCOC(=O)C1CCNCC1. Product: CCOC(=O)C1CCN(Cc2ccc(-c3nnn(CC)n3)cc2)CC1. As a reaction SMILES: [Br:21][CH2:22][c:23]1[cH:24][cH:25][c:26](-[c:29]2[n:30][n:31][n:32]([CH2:34][CH3:35])[n:33]2)[cH:27][cH:28]1.[CH3:36][S:37]([CH3:38])=[O:39].[CH3:40][OH:41].[CH3:42][CH2:43][O:44][C:45](=[O:46])[CH3:47].[CH:12]([N:13]([CH2:14][CH3:15])[CH:16]([CH3:17])[CH3:18])([CH3:19])[CH3:20].[NH:1]1[CH2:2][CH2:3][CH:4]([C:5](=[O:6])[O:7][CH2:8][CH3:9])[CH2:10][CH2:11]1>>[N:1]1([CH2:22][c:23]2[cH:24][cH:25][c:26](-[c:29]3[n:30][n:31][n:32]([CH2:34][CH3:35])[n:33]3)[cH:27][cH:28]2)[CH2:2][CH2:3][CH:4]([C:5](=[O:6])[O:7][CH2:8][CH3:9])[CH2:10][CH2:11]1.